From a dataset of the Open Reaction Database (ORD), a public repository of structured organic reaction records. describe an organic reaction: reactants, conditions, products, and yield Starting materials: [H-].[Na+] (sodium hydride), N1=CC=C(C=C1)N1CCN(CC1)C1=CC=C(C=C1)O (4-[4-(4-pyridyl)piperazin-1-yl]phenol), C(C)OC(CC(CBr)C)=O (ethyl-4-bromo-3-methylbutyrate). Solvent: CN(C)C=O (DMF). Conditions: time 1 hour. The product is CC(CC(=O)OCC)COC1=CC=C(C=C1)N1CCN(CC1)C1=CC=NC=C1 (ethyl 3-methyl-4-[4-[4-(4-pyridyl)piperazin-1-yl]phenoxy]butyrate). As a reaction SMILES: [N:1]1[CH:6]=[CH:5][C:4]([N:7]2[CH2:12][CH2:11][N:10]([C:13]3[CH:18]=[CH:17][C:16]([OH:19])=[CH:15][CH:14]=3)[CH2:9][CH2:8]2)=[CH:3][CH:2]=1.[H-].[Na+].[CH2:22]([O:24][C:25](=[O:31])[CH2:26][CH:27]([CH3:30])[CH2:28]Br)[CH3:23]>CN(C=O)C>[CH3:28][CH:27]([CH2:30][O:19][C:16]1[CH:17]=[CH:18][C:13]([N:10]2[CH2:9][CH2:8][N:7]([C:4]3[CH:5]=[CH:6][N:1]=[CH:2][CH:3]=3)[CH2:12][CH2:11]2)=[CH:14][CH:15]=1)[CH2:26][C:25]([O:24][CH2:22][CH3:23])=[O:31] |f:1.2|. Procedure details: To a stirred suspension of 4-[4-(4-pyridyl)piperazin-1-yl]phenol (1.02 g) in dry DMF (10 ml) was added sodium hydride (60% dispersion in mineral oil, 0.16 g) and the mixture stirred for 1 hour at room temperature. To the resulting solution was added ethyl-4-bromo-3-methylbutyrate and the mixture stirred for 16 hours. Solvent was evaporated and the residue partitioned between water and dichloromethane. Insoluble material was removed by centrifugation. The organic layer was filtered through phase ... The reactants are [Cl-].[NH4+] (ammonium chloride), [H-].[Na+] (Sodium hydride), C(C)(=O)NC1=C(C(=O)OC)C(=CC=C1[C@@H]1[C@@H](OCC1)COS(=O)(=O)C)NC(C(C)(C)C)=O (methyl 2-acetylamino-6-(2,2-dimethylpropionylamino)-3-[cis-(2RS,3RS)-2-(methanesulfonyl-oxymethyl)tetrahydrofuran-3-yl]benzoate), C(C)(=O)NC1=C(C(=O)OC)C(=CC=C1[C@@H]1[C@@H](OCC1)COS(=O)(=O)C)NC(C(C)(C)C)=O (methyl 2-acetylamino-6-(2,2-dimethylpropionylamino)-3-[cis-(2RS,3RS)-2-(methanesulfonyl-oxymethyl)tetrahydrofuran-3-yl]benzoate). The solvent is C1CCOC1 (THF). Reaction conditions: time 20 minute. The product is C(C)(=O)N1C[C@H]2[C@@H](C3=CC=C(C(=C13)C(=O)OC)NC(C(C)(C)C)=O)CCO2 (methyl cis-(3aRS,9bRS)-5-acetyl-7-(2,2-dimethylpropionylamino)-1,2,3a,4,5,9b-hexahydrofuro[2,3-c]quinoline-6-carboxylate). Isolated yield 113.6%. Reaction SMILES: [H-].[Na+].[C:3]([NH:6][C:7]1[C:16]([C@H:17]2[CH2:21][CH2:20][O:19][C@H:18]2[CH2:22]OS(C)(=O)=O)=[CH:15][CH:14]=[C:13]([NH:28][C:29](=[O:34])[C:30]([CH3:33])([CH3:32])[CH3:31])[C:8]=1[C:9]([O:11][CH3:12])=[O:10])(=[O:5])[CH3:4].[Cl-].[NH4+]>C1COCC1>[C:3]([N:6]1[C:7]2[C:16](=[CH:15][CH:14]=[C:13]([NH:28][C:29](=[O:34])[C:30]([CH3:33])([CH3:31])[CH3:32])[C:8]=2[C:9]([O:11][CH3:12])=[O:10])[C@H:17]2[CH2:21][CH2:20][O:19][C@H:18]2[CH2:22]1)(=[O:5])[CH3:4] |f:0.1,3.4|. Reported procedure: Sodium hydride (60% oil dispersion, 0.02 g) was added to a solution of methyl 2-acetylamino-6-(2,2-dimethylpropionylamino)-3-[cis-(2RS,3RS)-2-(methanesulfonyl-oxymethyl)tetrahydrofuran-3-yl]benzoate (Intermediate 31, 0.166 g) in THF (3 mL) and the mixture was stirred at room temperature for 20 minutes. A saturated aqueous solution of ammonium chloride was added and the mixture was extracted with DCM, dried (MgSO4) and filtered. The filtrate was evaporated to dryness to give methyl cis-(3aRS,9bRS... The reactants are ClC=1C=C(C=C)C=CC1 (3-chlorostyrene), C[N+]1(CCOCC1)[O-] (NMO). Run in C(Cl)Cl (CH2Cl2). Conditions: temperature -78 celsius, time 10 minute. Yields the product ClC=1C=C([C@@H]2CO2)C=CC1 ((R)-3-chlorostyrene oxide). Yield: 86.3%. RXN SMILES: [Cl:1][C:2]1[CH:3]=[C:4]([CH:7]=[CH:8][CH:9]=1)[CH:5]=[CH2:6].C[N+]1([O-])CC[O:14]CC1>C(Cl)Cl>[Cl:1][C:2]1[CH:3]=[C:4]([CH:7]=[CH:8][CH:9]=1)[C@H:5]1[O:14][CH2:6]1. Procedure: A round-bottom flask equipped with a overhead stirrer was charged with 3-chlorostyrene (1.00 g, 7.22×10−3 mol), CH2Cl2 (78 mL), (R,R)-4 (0.349 g, 3.61×10−4 mol), and NMO (4.22 g, 3.62×10−2 mol). The solution was cooled to −78° C. before solid M-CPBA (2.51 g, 1.46×10−2 mol) was added in portions over 1.5 minutes. The reaction was monitored by GC. Upon completion (3 h), the reaction was quenched by the addition of a solution of dimethyl sulfide (6 mL) in CH2Cl2 (25 mL) precooled to −78° C. The sol... Starting materials: CN(C(=O)C1=CC2=C(N=C(N=C2)Cl)N1C1CCCC1)C (2-chloro-7-cyclopentyl-7H-pyrrolo[2,3-d]pyrimidine-6-carboxylic acid dimethylamide), NC1=CC=C(C=N1)C(=O)N1CCN(CC1)C(=O)O (4-(6-amino-pyridine-3-carbonyl)-piperazine-1-carboxylic acid), butyl ester. The product is CN(C(=O)C1=CC2=C(N=C(N=C2)NC2=NC=C(C=C2)C(=O)N2CCNCC2)N1C1CCCC1)C (7-cyclopentyl-2-[5-(piperazine-1-carbonyl)-pyridin-2-ylamino]-7H-pyrrolo[2,3-d]pyrimidine-6-carboxylic acid dimethylamide). Yield: 41.0%. Reaction SMILES: [CH3:1][N:2]([CH3:20])[C:3]([C:5]1[N:14]([CH:15]2[CH2:19][CH2:18][CH2:17][CH2:16]2)[C:8]2[N:9]=[C:10](Cl)[N:11]=[CH:12][C:7]=2[CH:6]=1)=[O:4].[NH2:21][C:22]1[N:27]=[CH:26][C:25]([C:28]([N:30]2[CH2:35][CH2:34][N:33](C(O)=O)[CH2:32][CH2:31]2)=[O:29])=[CH:24][CH:23]=1>>[CH3:1][N:2]([CH3:20])[C:3]([C:5]1[N:14]([CH:15]2[CH2:19][CH2:18][CH2:17][CH2:16]2)[C:8]2[N:9]=[C:10]([NH:21][C:22]3[CH:23]=[CH:24][C:25]([C:28]([N:30]4[CH2:35][CH2:34][NH:33][CH2:32][CH2:31]4)=[O:29])=[CH:26][N:27]=3)[N:11]=[CH:12][C:7]=2[CH:6]=1)=[O:4]. Procedure details: Following Buchwald Method B, 2-chloro-7-cyclopentyl-7H-pyrrolo[2,3-d]pyrimidine-6-carboxylic acid dimethylamide (205 mg, 0.7 mmol) and 4-(6-amino-pyridine-3-carbonyl)-piperazine-1-carboxylic acid tort-butyl ester (236 mg, 0.8 mmol), followed by deprotection using General Procedure A to give 7-cyclopentyl-2-[5-(piperazine-1-carbonyl)-pyridin-2-ylamino]-7H-pyrrolo[2,3-d]pyrimidine-6-carboxylic acid dimethylamide (13 mg, 41%). Starting materials: CHCl3 CH3 OH, FC=1C=C2CCC(CC2=CC1F)N=C=S ((-)-6,7-difluoro-2-isothiocyano-1,2,3,4-tetrahydronaphthalene), COC(CN)OC (2,2-dimethoxyethylamine). The solvent is CN(C)C=O (DMF). Reaction conditions: temperature 85 celsius. Product: FC=1C=C2CCC(CC2=CC1F)N1C(NC=C1)=S ((-)-6,7-difluoro-1-(1,2,3,4-tetrahydronaphthalen-2-yl)-1,3-dihydroimidazole-2-thione). Yield: 38.2%. Reaction SMILES: [F:1][C:2]1[CH:3]=[C:4]2[C:9](=[CH:10][C:11]=1[F:12])[CH2:8][CH:7]([N:13]=[C:14]=[S:15])[CH2:6][CH2:5]2.CO[CH:18](OC)[CH2:19][NH2:20]>CN(C=O)C>[F:1][C:2]1[CH:3]=[C:4]2[C:9](=[CH:10][C:11]=1[F:12])[CH2:8][CH:7]([N:13]1[CH:18]=[CH:19][NH:20][C:14]1=[S:15])[CH2:6][CH2:5]2. Reported procedure: A mixture of (-)-6,7-difluoro-2-isothiocyano-1,2,3,4-tetrahydronaphthalene (0.49 g, 2.2 mmol), prepared as in Example 10, and 2,2-dimethoxyethylamine (0.23 g, 2.2 mmol) in DMF was heated at 85° C. under argon for 2.5 hours. The solvent was removed under reduced pressure and the residue was dissolved in 2 to 3 mL of ethanol and 20 mL of 4N hydrochloric acid. The solution was heated at 85° C. for approximately 48 hours and cooled giving a crystalline material. The material was isolated by filtrati...